Dataset: the Open Reaction Database (ORD), a public repository of structured organic reaction records. Task: describe an organic reaction: reactants, conditions, products, and yield The reactants are ClC1=NC2=CC=CC=C2N=C1Cl (2,3-Dichloroquinoxaline), S(=O)(=O)(O)OC1=CC=C(C=C1)NC (4-(N-methylamino)phenol sulfate), ( a ). Product: CN(C1=NC2=CC=CC=C2N=C1Cl)C1=CC=C(C=C1)O (4-[N-methyl-N-(3-chloro-2-quinoxalinyl)amino]phenol). Reaction SMILES: Cl[C:2]1[C:11]([Cl:12])=[N:10][C:9]2[C:4](=[CH:5][CH:6]=[CH:7][CH:8]=2)[N:3]=1.S([O:17][C:18]1[CH:23]=[CH:22][C:21]([NH:24][CH3:25])=[CH:20][CH:19]=1)(O)(=O)=O>>[CH3:25][N:24]([C:21]1[CH:22]=[CH:23][C:18]([OH:17])=[CH:19][CH:20]=1)[C:2]1[C:11]([Cl:12])=[N:10][C:9]2[C:4](=[CH:5][CH:6]=[CH:7][CH:8]=2)[N:3]=1. Procedure: 2,3-Dichloroquinoxaline (prepared according to the method of H M Woodburn, J. Org. Chem., 1958, 23, 262) was reacted with 4-(N-methylamino)phenol sulfate, following essentially the same procedure as that described in Example 1 Part (a), to give 4-[N-methyl-N-(3-chloro-2-quinoxalinyl)amino]phenol. Proton magnetic resonance spectrum (d6 -acetone; δ in ppm): 7.5-8.1 (4H, m, quinoxaline protons); 7.1 (4H, m, phenoxy protons); 3.5 (3H, s, N-CH3). Solvent: C(C)(C)(C)O (tert-butanol), C(C)(C)(C)O (tert-butanol). The reactants are CC(C)([O-])C.[K+] (potassium tert-butoxide), [I-].C[S+](=O)(C)C (trimethylsulfoxonium iodide), ClC1=CC=C(C=C1)N1N=C2C=C(C(=CC2=C1C(=O)NC)C1CC1)N(CCCC1OC1)S(=O)(=O)C (2-(4-chlorophenyl)-5-cyclopropyl-N-methyl-6-{(methylsulfonyl)[3-(oxiran-2-yl)propyl]amino}-2H-indazole-3-carboxamide). The yield is 15.8%. Reported procedure: An oven-dried flask was charged with a mixture of potassium tert-butoxide (426 mg, 3.8 mmol) and trimethylsulfoxonium iodide (860 mg, 3.9 mmol) in anhydrous tert-butanol (7.5 mL) under argon. The reaction mixture was stirred vigorously at 50° C. for 5 h under argon then added to a stirred solution of crude (ii) (191 mg) in anhydrous tert-butanol (2.5 mL) in a single portion. The reaction was stirred at 50° C. overnight under argon, cooled to RT and concentrated in vacuo. The residue was then par... Reaction conditions: temperature 50 celsius, time 5 hour. The product is ClC1=CC=C(C=C1)N1N=C2C=C(C(=CC2=C1C(=O)NC)C1CC1)N(CCCC1OCC1)S(=O)(=O)C (2-(4-Chlorophenyl)-5-cyclopropyl-N-methyl-6-{(methylsulfonyl)[3-(oxetan-2-yl)propyl]amino}-2H-indazole-3-carboxamide). Reaction SMILES: [CH3:1]C(C)([O-])C.[K+].[I-].C[S+](C)(C)=O.[Cl:13][C:14]1[CH:19]=[CH:18][C:17]([N:20]2[C:28]([C:29]([NH:31][CH3:32])=[O:30])=[C:27]3[C:22]([CH:23]=[C:24]([N:36]([S:43]([CH3:46])(=[O:45])=[O:44])[CH2:37][CH2:38][CH2:39][CH:40]4[CH2:42][O:41]4)[C:25]([CH:33]4[CH2:35][CH2:34]4)=[CH:26]3)=[N:21]2)=[CH:16][CH:15]=1>C(O)(C)(C)C>[Cl:13][C:14]1[CH:19]=[CH:18][C:17]([N:20]2[C:28]([C:29]([NH:31][CH3:32])=[O:30])=[C:27]3[C:22]([CH:23]=[C:24]([N:36]([S:43]([CH3:46])(=[O:45])=[O:44])[CH2:37][CH2:38][CH2:39][CH:40]4[CH2:42][CH2:1][O:41]4)[C:25]([CH:33]4[CH2:34][CH2:35]4)=[CH:26]3)=[N:21]2)=[CH:16][CH:15]=1 |f:0.1,2.3|. Product: OC=1C(=C(C(C(C1)(C)O)O)C)O (1,2,4,5-tetrahydroxy-3,5-dimethylbenzene), acetal. The reactants are OC1=C(C(=C(C(=C1C)O)O)C)O (1,2,4,5-tetrahydroxy- 3,6-dimethylbenzene), ( 196 ), aromatic ring, C1(CCCCC1)=O (cyclohexanone). Run in Petroleum. RXN SMILES: [C:1]1(=O)CCCCC1.[OH:8][C:9]1[C:14]([CH3:15])=[C:13]([OH:16])[C:12]([OH:17])=[C:11](C)[C:10]=1[OH:19]>>[OH:19][C:10]1[C:9]([OH:8])=[C:14]([CH3:15])[CH:13]([OH:16])[C:12]([OH:17])([CH3:1])[CH:11]=1. Procedure: Attempts to form acetals from polyhydric phenols with two or more pairs of ortho-positioned hydroxy groups have been less successful. Soloway in U.S. Pat. No. 2,927,096 describes the preparation of resins from aldehydes and polyhydric phenols, such as 1,2,4,5-tetrahydroxybenzene and pentahydroxy benzene. Dallacker et al in Annalen, Band 719 (1968), pp. 112- 118 describe the preparation benzo[ 1.2-d: 4.5-d'] bis[ 1.3] dioxoles of the formula (III) wherein R is hydrogen, methoxy or allyl, by heati... The reactants are C=CC1CC1(NC(=O)C1CC(O)CN1C(=O)OC(C)(C)C)C(=O)OCC, ClCCl, O=C(Cl)c1ccc([N+](=O)[O-])cc1, c1ccncc1. Yields the product C=CC1CC1(NC(=O)C1CC(OC(=O)c2ccc([N+](=O)[O-])cc2)CN1C(=O)OC(C)(C)C)C(=O)OCC. RXN SMILES: [C:1]([CH3:2])([CH3:3])([CH3:4])[O:5][C:6](=[O:7])[N:8]1[CH:9]([C:14]([NH:15][C:16]2([C:21](=[O:22])[O:23][CH2:24][CH3:25])[CH:17]([CH:19]=[CH2:20])[CH2:18]2)=[O:26])[CH2:10][CH:11]([OH:13])[CH2:12]1.[Cl:45][CH2:46][Cl:47].[N+:33](=[O:34])([O-:35])[c:36]1[cH:37][cH:38][c:39]([C:40](=[O:41])[Cl:42])[cH:43][cH:44]1.[cH:27]1[cH:28][cH:29][n:30][cH:31][cH:32]1>>[C:1]([CH3:2])([CH3:3])([CH3:4])[O:5][C:6](=[O:7])[N:8]1[CH:9]([C:14]([NH:15][C:16]2([C:21](=[O:22])[O:23][CH2:24][CH3:25])[CH:17]([CH:19]=[CH2:20])[CH2:18]2)=[O:26])[CH2:10][CH:11]([O:13][C:40]([c:39]2[cH:38][cH:37][c:36]([N+:33](=[O:34])[O-:35])[cH:44][cH:43]2)=[O:41])[CH2:12]1. Starting materials: CO, CCOC(=O)c1noc2c1CN(C(=O)Nc1ccc(Cl)c(Cl)c1)CC2, [Li+], [OH-], O, O. The product is O=C(O)c1noc2c1CN(C(=O)Nc1ccc(Cl)c(Cl)c1)CC2. As a reaction SMILES: [CH3:30][OH:31].[Cl:4][c:5]1[cH:6][c:7]([NH:12][C:13](=[O:14])[N:15]2[CH2:16][c:17]3[c:18]([o:21][n:22][c:23]3[C:24](=[O:25])[O:26][CH2:27][CH3:28])[CH2:19][CH2:20]2)[cH:8][cH:9][c:10]1[Cl:11].[Li+:3].[OH-:2].[OH2:1].[OH2:29]>>[Cl:4][c:5]1[cH:6][c:7]([NH:12][C:13](=[O:14])[N:15]2[CH2:16][c:17]3[c:18]([o:21][n:22][c:23]3[C:24](=[O:25])[OH:26])[CH2:19][CH2:20]2)[cH:8][cH:9][c:10]1[Cl:11]. The reactants are C1(=CC=CC=C1)S(=O)(=O)N1C(=CC=2C1=NC=C(C2)OC)C(CC2CCCC2)O (1-(-benzenesulfonyl-5-methoxy-1H-pyrrolo[2,3-b]pyridin-2-yl]-2-cyclopentyl-ethanol), CC(=O)OI1(C=2C=CC=CC2C(=O)O1)(OC(=O)C)OC(=O)C (Dess-Martin periodinane), ClCCl (dichloromethane). Run at temperature 25 celsius, time 1 hour. Product: C1(=CC=CC=C1)S(=O)(=O)N1C(=CC=2C1=NC=C(C2)OC)C(CC2CCCC2)=O (1-(-benzenesulfonyl-5-methoxy-1H-pyrrolo[2,3-b]pyridin-2-yl]-2-cyclopentyl-ethanone). Isolated yield 99.5%. As a reaction SMILES: [C:1]1([S:7]([N:10]2[C:14]3=[N:15][CH:16]=[C:17]([O:19][CH3:20])[CH:18]=[C:13]3[CH:12]=[C:11]2[CH:21]([OH:28])[CH2:22][CH:23]2[CH2:27][CH2:26][CH2:25][CH2:24]2)(=[O:9])=[O:8])[CH:6]=[CH:5][CH:4]=[CH:3][CH:2]=1.CC(OI1(OC(C)=O)(OC(C)=O)OC(=O)C2C=CC=CC1=2)=O.ClCCl>>[C:1]1([S:7]([N:10]2[C:14]3=[N:15][CH:16]=[C:17]([O:19][CH3:20])[CH:18]=[C:13]3[CH:12]=[C:11]2[C:21](=[O:28])[CH2:22][CH:23]2[CH2:24][CH2:25][CH2:26][CH2:27]2)(=[O:9])=[O:8])[CH:2]=[CH:3][CH:4]=[CH:5][CH:6]=1. Procedure: To a 250 mL round bottomed flask charged with 1-(-benzenesulfonyl-5-methoxy-1H-pyrrolo[2,3-b]pyridin-2-yl]-2-cyclopentyl-ethanol (2.3 g, 5.75 mmol) was added a solution of Dess-Martin periodinane in dichloromethane (0.3 M, 30 mL, 9 mmol) at 25° C. The reaction mixture was stirred at 25° C. for 1 h and then quenched with a saturated aqueous sodium bicarbonate solution (60 mL). The mixture was extracted with ethyl acetate (250 mL), washed with a saturated aqueous sodium bicarbonate solution (3×50 ...